From a dataset of the Open Reaction Database (ORD), a public repository of structured organic reaction records. describe an organic reaction: reactants, conditions, products, and yield Starting materials: O=C1CCCO1, CC(N)c1ccccc1. Yields the product CC(c1ccccc1)N1CCCC1=O. Reaction SMILES: [C:1]1(=[O:6])[CH2:2][CH2:3][CH2:4][O:5]1.[CH3:7][CH:8]([c:9]1[cH:10][cH:11][cH:12][cH:13][cH:14]1)[NH2:15]>>[C:1]1(=[O:6])[CH2:2][CH2:3][CH2:4][N:15]1[CH:8]([CH3:7])[c:9]1[cH:10][cH:11][cH:12][cH:13][cH:14]1. The reactants are O1C(CCCC1)N1N=C(C(=C1)C1=C2C(=NC=C1)NC=C2)C=O (1-(oxan-2-yl)-4-{1H-pyrrolo[2,3-b]pyridin-4-yl}-1H-pyrazole-3-carbaldehyde), [OH-].[K+] (KOH), CO (MeOH), Cl (HCl). Conditions: time 42 hour. Yields the product COC1C2=NN(C=C2C=2C=CN=C3NC=C1C23)C2OCCCC2 (7-methoxy-4-(oxan-2-yl)-4,5,10,12-tetraazatetracyclo[6.6.1.02,6.011,15]pentadeca-1(15),2,5,8,11,13-hexaene). As a reaction SMILES: [O:1]1[CH2:6][CH2:5][CH2:4][CH2:3][CH:2]1[N:7]1[CH:11]=[C:10]([C:12]2[CH:17]=[CH:16][N:15]=[C:14]3[NH:18][CH:19]=[CH:20][C:13]=23)[C:9]([CH:21]=[O:22])=[N:8]1.[OH-].[K+].Cl.[CH3:26]O>>[CH3:26][O:22][CH:21]1[C:20]2[C:13]3[C:14]([NH:18][CH:19]=2)=[N:15][CH:16]=[CH:17][C:12]=3[C:10]2[C:9]1=[N:8][N:7]([CH:2]1[CH2:3][CH2:4][CH2:5][CH2:6][O:1]1)[CH:11]=2 |f:1.2|. Procedure: To a stirred solution of 1-(oxan-2-yl)-4-{1H-pyrrolo[2,3-b]pyridin-4-yl}-1H-pyrazole-3-carbaldehyde (1.88 g, 6.35 mmol) in MeOH (280 mL, a concentration of 0.023 mol/L), was added KOH (3.56 g, 27.68 mmol). The reaction mixture was stirred at room temperature for 42 hours. When TLC showed completion of reaction, the pH was adjusted to 7 by addition of HCl (4 M in MeOH).